This data is from the Open Reaction Database (ORD), a public repository of structured organic reaction records. The task is: describe an organic reaction: reactants, conditions, products, and yield Starting materials: N(=NC(=O)OC(C)C)C(=O)OC(C)C (diisopropyl azodicarboxylate), C1(=CC=CC=C1)P(C1=CC=CC=C1)C1=CC=CC=C1 (Triphenylphosphine), BrC=1C=CC(=C(C1)O)[N+](=O)[O-] (5-bromo-2-nitrophenol), C([C@@H](O)C)(=O)OC (methyl(−)—(S)-lactate). The solvent is C(Cl)Cl (methylene chloride). Conditions: temperature 0 celsius, time 10 minute. The product is BrC=1C=CC(=C(O[C@@H](C(=O)OC)C)C1)[N+](=O)[O-] ((R)-methyl 2-(5-bromo-2-nitrophenoxy)propanoate). The yield is 94.0%. RXN SMILES: C1(P(C2C=CC=CC=2)C2C=CC=CC=2)C=CC=CC=1.[Br:20][C:21]1[CH:22]=[CH:23][C:24]([N+:28]([O-:30])=[O:29])=[C:25]([OH:27])[CH:26]=1.[C:31]([O:36][CH3:37])(=[O:35])[C@H:32]([CH3:34])O.N(C(OC(C)C)=O)=NC(OC(C)C)=O>C(Cl)Cl>[Br:20][C:21]1[CH:22]=[CH:23][C:24]([N+:28]([O-:30])=[O:29])=[C:25]([CH:26]=1)[O:27][C@H:32]([CH3:34])[C:31]([O:36][CH3:37])=[O:35]. Procedure details: Triphenylphosphine (624.0 mg, 2.38 mmol) was added at room temperature to a solution of 5-bromo-2-nitrophenol A-15 (400.0 mg, 1.83 mmol) and methyl(−)—(S)-lactate (0.149 mL, 1.56 mmol) in anhydrous methylene chloride (18.3 mL) under an atmosphere of argon. After 10 mins of stirring, the reaction mixture was cooled to 0° C. and diisopropyl azodicarboxylate (0.360 mL, 1.83 mmol) was added dropwise. The orange solution was warmed to room temperature, stirred for 12 h, then concentrated to ca. 1.0 m... Starting materials: ClC=1C=CC(=NC1)C=O (5-chloropicolinaldehyde), FC(F)(F)[Si](C)(C)C ((trifluoromethyl)trimethylsilane), CCCC[N+](CCCC)(CCCC)CCCC.[F-] (tetra-N-butylammonium fluoride). The reagents and catalysts are CCCC[N+](CCCC)(CCCC)CCCC.[F-] (tetra-N-butylammonium fluoride). Run in C1CCOC1 (THF), O (water), CCOC(=O)C (EtOAc). Conditions: temperature 0 celsius, time 15 minute. Yields the product ClC=1C=CC(=NC1)C(C(F)(F)F)O (1-(5-chloropyridin-2-yl)-2,2,2-trifluoroethanol). Yield: 85.2%. As a reaction SMILES: [Cl:1][C:2]1[CH:3]=[CH:4][C:5]([CH:8]=[O:9])=[N:6][CH:7]=1.[F:10][C:11]([Si](C)(C)C)([F:13])[F:12].CCCC[N+](CCCC)(CCCC)CCCC.[F-]>C1COCC1.O.CCOC(C)=O.CCCC[N+](CCCC)(CCCC)CCCC.[F-]>[Cl:1][C:2]1[CH:3]=[CH:4][C:5]([CH:8]([OH:9])[C:11]([F:13])([F:12])[F:10])=[N:6][CH:7]=1 |f:2.3,7.8|. Reported procedure: To a solution of 5-chloropicolinaldehyde (0.505 g, 3.57 mmol) in THF (7 mL) at 0° C. were added (trifluoromethyl)trimethylsilane (0.685 mL, 4.63 mmol) and tetra-N-butylammonium fluoride (1 M in THF, 0.036 mL, 0.036 mmol). The reaction mixture was stirred at 0° C. for 15 min and diluted with water (10 mL) and additional tetra-N-butylammonium fluoride (1 M in THF, 2.0 mL, 2.0 mmol). The reaction mixture was allowed to warm to room temperature and stirred for 30 min. The reaction mixture was dilute... Reactants: O=C(O)Cc1cc(F)cc(F)c1, COc1ccc(N)cn1. The reagents and catalysts are ClP(=O)(Oc1ccccc1)Oc2ccccc2 (DEPC), CCN(C(C)C)C(C)C (DIPEA). The solvent is CN(C)C=O (DMF), CN(C)C=O (DMF), CN(C)C=O (DMF), CN(C)C=O (DMF), CN(C)C=O (DMF), CN(C)C=O (DMF). Reaction conditions: temperature 25 celsius, time 2 hour. Yields the product COc1ccc(NC(=O)Cc2cc(F)cc(F)c2)cn1. The yield is 1.4%. RXN SMILES: COc1ccc(N)cn1.O=C(O)Cc1cc(F)cc(F)c1.CCOP(=O)(C#N)OCC.CCN(C(C)C)C(C)C.CN(C)C=O>>COc1ccc(NC(=O)Cc2cc(F)cc(F)c2)cn1. Product: ClC(C(=O)O)(CC1=CC(=C(C=C1)Cl)Cl)C ((+/-)2-chloro-3-(3,4-dichlorophenyl)-2-methylpropionic acid), ii, CNC (dimethylamine). Reported procedure: Process for the preparation of cericlamine which consists: i) in arylating methacrylic acid with the diazonium chloride of 3,4-dichloroaniline, to obtain (+/-)2-chloro-3-(3,4-dichlorophenyl)-2-methylpropionic acid, ii) in aminating the acid with dimethylamine, to obtain (+/-)3-(3,4-dichlorophenyl)-2-dimethylamino-2-methylpropionic acid, or an alkaline metal salt thereof, iii) in esterifying the amino-acid or its salt, then, iv) in reducing the ester by a metal or organometal hydride to obtain (+... Reaction SMILES: C[C:2]([N:14](C)[CH3:15])(CO)C[C:4]1[CH:5]=[CH:6][C:7]([Cl:11])=[C:8]([Cl:10])[CH:9]=1.[C:17]([OH:22])(=[O:21])[C:18]([CH3:20])=[CH2:19].[Cl:23]C1C=C(C=CC=1Cl)N>>[Cl:23][C:18]([CH3:20])([CH2:19][C:4]1[CH:5]=[CH:6][C:7]([Cl:11])=[C:8]([Cl:10])[CH:9]=1)[C:17]([OH:22])=[O:21].[CH3:2][NH:14][CH3:15]. Starting materials: C(C(=C)C)(=O)O (methacrylic acid), diazonium chloride, CC(CC=1C=CC(=C(C1)Cl)Cl)(CO)N(C)C (cericlamine), ClC=1C=C(N)C=CC1Cl (3,4-dichloroaniline). Reactants: NC1C2SCC(=C(N2C1=O)C(=O)O)CSC1=NN=NN1C (7-amino-2-carboxy-3-[(1-methyl-1,2,3,4-tetrazol-5-yl)thiomethyl]-8-oxo-5-thia-1-aza-bicyclo[4,2,0]oct-2-ene), C([O-])(O)=O.[Na+] (sodium bicarbonate), S(=O)(Cl)Cl (Thionyl chloride), S1C(=CSCC1)CC(=O)O ((5,6-dihydro-1,4-dithiin-2-yl)acetic acid). Solvent: O (water), CC(=O)C (acetone), C1=CC=CC=C1 (benzene), CC(=O)C (acetone). Conditions: temperature 0 celsius, time 2 hour. Yields the product C(=O)(O)C=1N2C(C(C2SCC1CSC1=NN=NN1C)NC(CC=1SCCSC1)=O)=O (2-Carboxy-7-[(5,6-dihydro-1,4-dithiin-2-yl)-acetamido]-3-[(1-methyl-1,2,3,4-tetrazol-5-yl)thiomethyl]-8-oxo-5-thia-1-aza-bicyclo[4,2,0]oct-2-ene). The yield is 24.7%. Reaction SMILES: S(Cl)(Cl)=O.[S:5]1[CH2:10][CH2:9][S:8][CH:7]=[C:6]1[CH2:11][C:12]([OH:14])=O.[NH2:15][CH:16]1[C:23](=[O:24])[N:22]2[CH:17]1[S:18][CH2:19][C:20]([CH2:28][S:29][C:30]1[N:34]([CH3:35])[N:33]=[N:32][N:31]=1)=[C:21]2[C:25]([OH:27])=[O:26].C(=O)(O)[O-].[Na+]>C1C=CC=CC=1.CC(C)=O.O>[C:25]([C:21]1[N:22]2[CH:17]([S:18][CH2:19][C:20]=1[CH2:28][S:29][C:30]1[N:34]([CH3:35])[N:33]=[N:32][N:31]=1)[CH:16]([NH:15][C:12](=[O:14])[CH2:11][C:6]1[S:5][CH2:10][CH2:9][S:8][CH:7]=1)[C:23]2=[O:24])([OH:27])=[O:26] |f:3.4|. Procedure details: Thionyl chloride (8.7 g.) is added to a solution of (5,6-dihydro-1,4-dithiin-2-yl)acetic acid (6.45 g.) in benzene (120 cc.). The mixture is heated under reflux until gas ceases to be evolved and is then concentrated to dryness under reduced pressure (20 mm.Hg). The brown oil thus obtained is dissolved in acetone (50 cc.) and the resulting solution is added dropwise, over the course of one hour, to a solution of 7-amino-2-carboxy-3-[(1-methyl-1,2,3,4-tetrazol-5-yl)thiomethyl]-8-oxo-5-thia-1-aza-... Reactants: C(C)(=O)OCC=1CS[C@H]2N(C1C(=O)O)C(C2NC(C(=NOC(=O)C2=CC=CC=C2)C=2N=C(SC2)NC(C2=CC=CC=C2)(C2=CC=CC=C2)C2=CC=CC=C2)=O)=O.C(C)NCC (diethylamine 3-acetoxymethyl-7-[2-(2-tritylamino-4-thiazolyl)-2-(phenylcarbonyloxyimino)-acetamido]-ceph-3-eme-4-carboxylate). Run in C(=O)O (formic acid). Run at temperature 45 celsius, time 10 minute. The product is C(C)(=O)OCC=1CS[C@H]2N(C1C(=O)O)C(C2NC(C(=NOC(=O)C2=CC=CC=C2)C=2N=C(SC2)N)=O)=O (3-acetoxymethyl-7-[2-(2-amino-4-thiazolyl)-2-(phenylcarbonyloxyimino)-acetamido]-ceph-3-eme-4-carboxylic acid). Reaction SMILES: [C:1]([O:4][CH2:5][C:6]1[CH2:7][S:8][C@@H:9]2[CH:16]([NH:17][C:18](=[O:55])[C:19]([C:30]3[N:31]=[C:32]([NH:35]C(C4C=CC=CC=4)(C4C=CC=CC=4)C4C=CC=CC=4)[S:33][CH:34]=3)=[N:20][O:21][C:22]([C:24]3[CH:29]=[CH:28][CH:27]=[CH:26][CH:25]=3)=[O:23])[C:15](=[O:56])[N:10]2[C:11]=1[C:12]([OH:14])=[O:13])(=[O:3])[CH3:2].C(NCC)C>C(O)=O>[C:1]([O:4][CH2:5][C:6]1[CH2:7][S:8][C@@H:9]2[CH:16]([NH:17][C:18](=[O:55])[C:19]([C:30]3[N:31]=[C:32]([NH2:35])[S:33][CH:34]=3)=[N:20][O:21][C:22]([C:24]3[CH:29]=[CH:28][CH:27]=[CH:26][CH:25]=3)=[O:23])[C:15](=[O:56])[N:10]2[C:11]=1[C:12]([OH:14])=[O:13])(=[O:3])[CH3:2] |f:0.1|. Procedure details: A mixture of 0.27 g of the product of Step A and 2 ml of 50% aqueous formic acid was stirred at 45° C. for 10 minutes and was thn evaporated to dryness. The residue was triturated with ether and 1.55 g of raw product were recovered which was dissolved in 0.5 ml of methanol. 5 ml of ether were added thereto to recover 0.14 g of the syn isomer of 3-acetoxymethyl-7-[2-(2-amino-4-thiazolyl-2-(phenylcarbonyloxyimino)-acetamido]-ceph-3-eme-4-carboxylic acid. The reactants are C(C(C)C)=O (iso-Butyraldehyde), OCC(O)CO (glycerol). Reagents/catalysts: [Pd] (Pd/C). Conditions: temperature 200 celsius, time 8 hour. Yields the product C(C(C)C)=O.OCC(O)CO (iso-Butyraldehyde Glycerol). RXN SMILES: [CH:1](=[O:5])[CH:2]([CH3:4])[CH3:3].[OH:6][CH2:7][CH:8]([CH2:10][OH:11])[OH:9]>[Pd]>[CH:1](=[O:5])[CH:2]([CH3:4])[CH3:3].[OH:6][CH2:7][CH:8]([CH2:10][OH:11])[OH:9] |f:3.4|. Reported procedure: iso-Butyraldehyde (7.21 g, 9.13 ml, 0.1 mol), glycerol (92.09 g, 73.7 ml, 1 mol), and 10% Pd/C (5 wt %, 0.36 g) are charged to the Parr reactor, purged with nitrogen three times, heated to 200° C. with stirring and run at 1000 psi of hydrogen for 8 hrs. GC analysis shows complete consumption of iso-butyraldehyde and formation of glycerol monoethers 3-iso-butyloxy-1,2-propanediol and 2-iso-butoxy-1,2-propanediol (80.1%, ratio 8.2), glycerol diethers 1,3-di-iso-butoxy-2-propanol and 2,3-di-iso-but...